Dataset: the Open Reaction Database (ORD), a public repository of structured organic reaction records. Task: describe an organic reaction: reactants, conditions, products, and yield Procedure: German Laid-Open Application DOS 2,720,654 discloses that alkanecarboxylic acid derivatives, for example tert.-butyl 4-chlorophenoxyacetate, can be reacted with N-bromosuccinimide in the presence of a solvent and of a source of free radicals, such as dibenzoyl peroxide or azo-bis-isobutyronitrile, to give tert.-butyl bromo-(4-chlorophenoxy)-acetate. In the case of tert.-butyl 4-chlorophenoxyacetate it is stated that a reaction time of 2 hours is required and a yield of 76 percent is obtained. If... RXN SMILES: [Cl:1][C:2]1[CH:16]=[CH:15][C:5]([O:6][CH2:7][C:8]([O:10][C:11]([CH3:14])([CH3:13])[CH3:12])=[O:9])=[CH:4][CH:3]=1.[Br:17]N1C(=O)CCC1=O.C(OOC(=O)C1C=CC=CC=1)(=O)C1C=CC=CC=1.N(C(C)(C)C#N)=NC(C)(C)C#N>>[Br:17][CH:7]([O:6][C:5]1[CH:4]=[CH:3][C:2]([Cl:1])=[CH:16][CH:15]=1)[C:8]([O:10][C:11]([CH3:13])([CH3:12])[CH3:14])=[O:9]. The product is BrC(C(=O)OC(C)(C)C)OC1=CC=C(C=C1)Cl (tert.-butyl bromo-(4-chlorophenoxy)-acetate). Reactants: alkanecarboxylic acid, ClC1=CC=C(OCC(=O)OC(C)(C)C)C=C1 (tert.-butyl 4-chlorophenoxyacetate), BrN1C(CCC1=O)=O (N-bromosuccinimide), C(C1=CC=CC=C1)(=O)OOC(C1=CC=CC=C1)=O (dibenzoyl peroxide), N(=NC(C#N)(C)C)C(C#N)(C)C (azo-bis-isobutyronitrile). Yield: 76.0%. Reactants: C(=O)(C(F)(F)F)O (TFA), C(C1=CC=CC=C1)N1C([C@@H](NC12CCN(CC2)C(=O)OC(C)(C)C)CC2=CC=CC=C2)=O (tert-butyl 1,3-(S)-dibenzyl-2-oxo-1,4,8-triazaspiro[4,5]decane-8-carboxylate), C(=O)(O)[O-].[Na+] (NaHCO3). Run in C(Cl)Cl (CH2Cl2). Reaction conditions: time 15 minute. Yields the product C(C1=CC=CC=C1)N1C([C@@H](NC12CCNCC2)CC2=CC=CC=C2)=O (1,3-(S)-dibenzyl-1,4,8-triazaspiro[4,5]decan-2-one). As a reaction SMILES: C(O)(C(F)(F)F)=O.[CH2:8]([N:15]1[C:19]2([CH2:24][CH2:23][N:22](C(OC(C)(C)C)=O)[CH2:21][CH2:20]2)[NH:18][C@@H:17]([CH2:32][C:33]2[CH:38]=[CH:37][CH:36]=[CH:35][CH:34]=2)[C:16]1=[O:39])[C:9]1[CH:14]=[CH:13][CH:12]=[CH:11][CH:10]=1.C([O-])(O)=O.[Na+]>C(Cl)Cl>[CH2:8]([N:15]1[C:19]2([CH2:20][CH2:21][NH:22][CH2:23][CH2:24]2)[NH:18][C@@H:17]([CH2:32][C:33]2[CH:34]=[CH:35][CH:36]=[CH:37][CH:38]=2)[C:16]1=[O:39])[C:9]1[CH:14]=[CH:13][CH:12]=[CH:11][CH:10]=1 |f:2.3|. Procedure details: TFA (68.5 g, 601 mmol) was added dropwise at 0° C. to a solution of tert-butyl 1,3-(S)-dibenzyl-2-oxo-1,4,8-triazaspiro[4,5]decane-8-carboxylate (13.5 g, 31.0 mmol) in CH2Cl2 (93 ml) and the mixture was stirred at this temperature for 15 min. After warming to RT, the reaction mixture was stirred for a further 2.5 h. Subsequently, the reaction solution was adjusted with aqueous saturated NaHCO3 solution to pH 7-8, the organic phase was separated off and the aqueous phase was extracted with CH2Cl2... The reactants are CCOC(=O)CCCCc1cc(-c2cc(Cl)ccc2O)on1, Cl, [Li+], C1COCCO1, [OH-], O, O. The product is O=C(O)CCCCc1cc(-c2cc(Cl)ccc2O)on1. RXN SMILES: [CH2:4]([CH3:5])[O:6][C:7]([CH2:8][CH2:9][CH2:10][CH2:11][c:12]1[n:13][o:14][c:15](-[c:17]2[c:18]([OH:24])[cH:19][cH:20][c:21]([Cl:23])[cH:22]2)[cH:16]1)=[O:25].[ClH:26].[Li+:2].[O:28]1[CH2:29][CH2:30][O:31][CH2:32][CH2:33]1.[OH-:1].[OH2:27].[OH2:3]>>[O:6]=[C:7]([CH2:8][CH2:9][CH2:10][CH2:11][c:12]1[n:13][o:14][c:15](-[c:17]2[c:18]([OH:24])[cH:19][cH:20][c:21]([Cl:23])[cH:22]2)[cH:16]1)[OH:25]. Reactants: [Br-].C(C)(C)(C)OC(C[Zn+])=O ((2-tert-butoxy-2-oxoethyl)zinc(II) bromide), BrC1=C(C(=O)/N=C\2/N(N(C(=C2)C(C)(C)C)C)C[C@@H]2OCCC2)C=C(C=C1)C(F)(F)F (2-bromo-N-{(3E)-5-tert-butyl-1-methyl-2-[(2R)-tetrahydrofuran-2-ylmethyl]-1,2-dihydro-3H-pyrazol-3-ylidene}-5-(trifluoromethyl)benzamide), C1(CCCCC1)P(C1=C(C=CC=C1)C1=C(C=CC=C1OC)OC)C1CCCCC1 (dicyclohexyl(2′,6′-dimethoxybiphenyl-2-yl)phosphine). The reagents and catalysts are C(C)(=O)[O-].[Pd+2].C(C)(=O)[O-] (palladium acetate). The solvent is CCOCC (ether). Run at temperature 50 celsius, time 8 hour. Yields the product C(C)(C)(C)C1=C/C(/N(N1C)C[C@@H]1OCCC1)=N\C(=O)C1=C(C=CC(=C1)C(F)(F)F)CC(=O)OC(C)(C)C (tert-butyl [2-[({(3E)-5-tert-butyl-1-methyl-2-[(2R)-tetrahydrofuran-2-ylmethyl]-1,2-dihydro-3H-pyrazol-3-ylidene}amino)carbonyl]-4-(trifluoromethyl)phenyl]acetate). The yield is 68.2%. As a reaction SMILES: [Br-].[C:2]([O:6][C:7](=[O:10])[CH2:8][Zn+])([CH3:5])([CH3:4])[CH3:3].Br[C:12]1[CH:36]=[CH:35][C:34]([C:37]([F:40])([F:39])[F:38])=[CH:33][C:13]=1[C:14](/[N:16]=[C:17]1/[N:18]([CH2:27][C@H:28]2[CH2:32][CH2:31][CH2:30][O:29]2)[N:19]([CH3:26])[C:20]([C:22]([CH3:25])([CH3:24])[CH3:23])=[CH:21]/1)=[O:15].C1(P(C2CCCCC2)C2C=CC=CC=2C2C(OC)=CC=CC=2OC)CCCCC1>CCOCC.C([O-])(=O)C.[Pd+2].C([O-])(=O)C>[C:22]([C:20]1[N:19]([CH3:26])[N:18]([CH2:27][C@H:28]2[CH2:32][CH2:31][CH2:30][O:29]2)/[C:17](=[N:16]/[C:14]([C:13]2[CH:33]=[C:34]([C:37]([F:38])([F:39])[F:40])[CH:35]=[CH:36][C:12]=2[CH2:8][C:7]([O:6][C:2]([CH3:5])([CH3:4])[CH3:3])=[O:10])=[O:15])/[CH:21]=1)([CH3:25])([CH3:23])[CH3:24] |f:0.1,5.6.7|. Procedure: A solution of (2-tert-butoxy-2-oxoethyl)zinc(II) bromide (2.13 mL, 1.07 mmol) in ether (3 mL) was added to a mixture of Example 88 (260 mg, 0.532 mmol), palladium acetate (12.0 mg, 0.053 mmol), and dicyclohexyl(2′,6′-dimethoxybiphenyl-2-yl)phosphine (82 mg, 0.20 mmol). The mixture was stirred at 50° C. overnight then quenched with saturated aqueous ammonium chloride and extracted with ethyl acetate (3×10 mL). The organic extracts were combined, washed with water, dried (MgSO4), filtered, and con... Starting materials: 1,3-bis(cyclohexylmethyl)-5,6-aminouracil, C(=O)(O)C1=CC=C(C=O)C=C1 (4-Carboxybenzaldehyde), C1(CCCCC1)CN1C(=O)N(C(=O)C(=C1N)N)CC1CCCCC1 (1,3-bis(cyclohexylmethyl)-5,6-diaminouracil), C1(CCCCC1)CN1C(=O)N(C(=O)C(=C1N)N)CC1CCCCC1 (1,3-Bis(cyclohexylmethyl)-5,6-diaminouracil), NC1=C(C(N(C(N1CC1CCCCC1)=O)CC1CCCCC1)=O)N=O (6-amino-1,3-bis(cyclohexylmethyl)-5-nitrosouracil), O (water). The reagents and catalysts are [Pd] (palladium on carbon). Run in CO (methanol). Yields the product C1(CCCCC1)CN1C(N(C=2NC(=NC2C1=O)C1=CC=C(C(=O)O)C=C1)CC1CCCCC1)=O (4-[1,3 bis(cyclohexylmethyl)-1,2,3,6-tetrahydro-2,6-dioxo-9H-purin-8-yl]benzoic acid). Isolated yield 80.0%. As a reaction SMILES: [CH:1]1([CH2:7][N:8]2[C:15]([NH2:16])=[C:14]([NH2:17])[C:12](=[O:13])[N:11]([CH2:18][CH:19]3[CH2:24][CH2:23][CH2:22][CH2:21][CH2:20]3)[C:9]2=[O:10])[CH2:6][CH2:5][CH2:4][CH2:3][CH2:2]1.NC1N(CC2CCCCC2)C(=O)N(CC2CCCCC2)C(=O)C=1N=O.O.[C:51]([C:54]1[CH:61]=[CH:60][C:57]([CH:58]=O)=[CH:56][CH:55]=1)([OH:53])=[O:52]>CO.[Pd]>[CH:19]1([CH2:18][N:11]2[C:12](=[O:13])[C:14]3[N:17]=[C:58]([C:57]4[CH:60]=[CH:61][C:54]([C:51]([OH:53])=[O:52])=[CH:55][CH:56]=4)[NH:16][C:15]=3[N:8]([CH2:7][CH:1]3[CH2:2][CH2:3][CH2:4][CH2:5][CH2:6]3)[C:9]2=[O:10])[CH2:24][CH2:23][CH2:22][CH2:21][CH2:20]1. Reported procedure: The title compound was prepared from 1,3-bis(cyclohexylmethyl)-5,6-aminouracil by the method of J. Perutmattam, Syn. Commun. 1989, 19:3367-3370. 1,3-Bis(cyclohexylmethyl)-5,6-diaminouracil was freshly prepared by shaking a mixture of 6-amino-1,3-bis(cyclohexylmethyl)-5-nitrosouracil (from step (c) example 1, 2.00 g, 5.74 mmol) in methanol (250 mL)-water (25 mL) with 10% palladium on carbon (0.20 g) under hydrogen (40 psi) on a Parr shaker for 2 h. The catalyst was filtered off (Celite) and the c...